The task is: describe an organic reaction: reactants, conditions, products, and yield. This data is from the Open Reaction Database (ORD), a public repository of structured organic reaction records. The reactants are C(C1=CC=CC=C1)[C@H]1N(C(OC1)=O)C([C@@H](C(C)C)CS(=O)(=O)N1CCN(CC1)C1=NC=C(C=N1)C1=CC=C(C=C1)F)=O (4-(R)-benzyl-3-(2-(R)-{4-[5-(4-fluorophenyl)pyrimidin-2-yl]piperazine-1-sulfonylmethyl}-3-methyl-butyryl)oxazolidin-2-one), Cl.Cl.Cl.N1(CCNCC1)C1=NC=C(C=N1)C=1C=NC=CC1 (2-piperazin-1-yl-5-pyridin-3-ylpyrimidine, trihydrochloride), C(C1=CC=CC=C1)[C@H]1N(C(OC1)=O)C([C@@H](C(C)C)CS(=O)(=O)Cl)=O (4-(R)-benzyl-3-(2-(R)-chlorosulfonylmethyl-3-methylbutyryl)oxazolidin-2-one). Product: C(C1=CC=CC=C1)[C@H]1N(C(OC1)=O)C([C@@H](C(C)C)CS(=O)(=O)N1CCN(CC1)C1=NC=C(C=N1)C=1C=NC=CC1)=O (4-(R)-Benzyl-3-{3-methyl-2-(R)-[4-(5-pyridin-3-ylpyrimidin-2-yl)piperazine-1-sulfonylmethyl]butyryl}oxazolidin-2-one). Isolated yield 82.0%. RXN SMILES: [CH2:1]([C@@H:8]1[CH2:12][O:11][C:10](=[O:13])[N:9]1[C:14](=[O:42])[C@H:15]([CH2:19][S:20]([N:23]1[CH2:28][CH2:27][N:26]([C:29]2[N:34]=[CH:33][C:32]([C:35]3[CH:40]=C[C:38](F)=[CH:37][CH:36]=3)=[CH:31][N:30]=2)[CH2:25][CH2:24]1)(=[O:22])=[O:21])[CH:16]([CH3:18])[CH3:17])[C:2]1[CH:7]=[CH:6][CH:5]=[CH:4][CH:3]=1.Cl.Cl.Cl.[N:46]1(C2N=CC(C3C=NC=CC=3)=CN=2)CCNCC1.C([C@@H]1COC(=O)N1C(=O)[C@H](CS(Cl)(=O)=O)C(C)C)C1C=CC=CC=1>>[CH2:1]([C@@H:8]1[CH2:12][O:11][C:10](=[O:13])[N:9]1[C:14](=[O:42])[C@H:15]([CH2:19][S:20]([N:23]1[CH2:24][CH2:25][N:26]([C:29]2[N:30]=[CH:31][C:32]([C:35]3[CH:40]=[N:46][CH:38]=[CH:37][CH:36]=3)=[CH:33][N:34]=2)[CH2:27][CH2:28]1)(=[O:22])=[O:21])[CH:16]([CH3:18])[CH3:17])[C:2]1[CH:3]=[CH:4][CH:5]=[CH:6][CH:7]=1 |f:1.2.3.4|. Reported procedure: Prepared according to the method for the preparation of 4-(R)-benzyl-3-(2-(R)-{4-[5-(4-fluorophenyl)pyrimidin-2-yl]piperazine-1-sulfonylmethyl}-3-methyl-butyryl)oxazolidin-2-one, from 2-piperazin-1-yl-5-pyridin-3-ylpyrimidine, trihydrochloride (0.292 g) and 4-(R)-benzyl-3-(2-(R)-chlorosulfonylmethyl-3-methylbutyryl)oxazolidin-2-one (0.343 g), to yield the title compound as a yellow solid (0.393 g, 82%).